This data is from the Open Reaction Database (ORD), a public repository of structured organic reaction records. The task is: describe an organic reaction: reactants, conditions, products, and yield Starting materials: COc1cccc(OC)c1N, COc1cccc(OC)c1C(=O)O, CN(C)Cc1c[nH]c(=O)[nH]c1=O, Cl, OCCO. Product: COc1cc(Cc2c[nH]c(=O)[nH]c2=O)cc(OC)c1N. Reaction SMILES: [CH3:14][O:15][c:16]1[c:17]([NH2:18])[c:19]([O:23][CH3:24])[cH:20][cH:21][cH:22]1.[CH3:25][O:26][c:27]1[cH:28][cH:29][cH:30][c:31]([O:32][CH3:33])[c:34]1[C:35]([OH:36])=[O:37].[CH3:2][N:3]([CH3:4])[CH2:5][c:6]1[c:7](=[O:13])[nH:8][c:9](=[O:12])[nH:10][cH:11]1.[ClH:1].[OH:38][CH2:39][CH2:40][OH:41]>>[CH2:5]([c:6]1[c:7](=[O:13])[nH:8][c:9](=[O:12])[nH:10][cH:11]1)[c:21]1[cH:20][c:19]([O:23][CH3:24])[c:17]([NH2:18])[c:16]([O:15][CH3:14])[cH:22]1.